The task is: describe an organic reaction: reactants, conditions, products, and yield. This data is from the Open Reaction Database (ORD), a public repository of structured organic reaction records. Starting materials: Cc1ccc(S(=O)(=O)OCC2Cc3cc(C)cc(-c4ccc(F)cc4)c3O2)cc1, CN, Cl. Product: CNCC1Cc2cc(C)cc(-c3ccc(F)cc3)c2O1. As a reaction SMILES: [CH3:2][c:3]1[cH:4][cH:5][c:6]([S:7]([O:8][CH2:13][CH:14]2[O:15][c:16]3[c:17]([cH:19][c:20]([CH3:30])[cH:21][c:22]3-[c:23]3[cH:24][cH:25][c:26]([F:29])[cH:27][cH:28]3)[CH2:18]2)(=[O:9])=[O:10])[cH:11][cH:12]1.[CH3:31][NH2:32].[ClH:1]>>[CH2:13]([CH:14]1[O:15][c:16]2[c:17]([cH:19][c:20]([CH3:30])[cH:21][c:22]2-[c:23]2[cH:24][cH:25][c:26]([F:29])[cH:27][cH:28]2)[CH2:18]1)[NH:32][CH3:31]. Reactants: BrCCON=C(C(=O)OCC)C1(C)OCCO1 (ethyl 2-(2-bromoethoxyimino)-3,3-ethylenedioxybutyrate), CC(C)([O-])C.[K+] (potassium tert-butoxide), ice water. The solvent is CN(C=O)C (N,N-dimethylformamide). Yields the product C1(CC1)ON=C(C(=O)OCC)C1(C)OCCO1 (ethyl 2-cyclopropyloxyimino-3,3-ethylenedioxybutyrate). As a reaction SMILES: Br[CH2:2][CH2:3][O:4][N:5]=[C:6]([C:12]1([O:17][CH2:16][CH2:15][O:14]1)[CH3:13])[C:7]([O:9][CH2:10][CH3:11])=[O:8].[CH3:18]C(C)([O-])C.[K+]>CN(C)C=O>[CH:3]1([O:4][N:5]=[C:6]([C:12]2([O:17][CH2:16][CH2:15][O:14]2)[CH3:13])[C:7]([O:9][CH2:10][CH3:11])=[O:8])[CH2:18][CH2:2]1 |f:1.2|. Procedure: To a solution of ethyl 2-(2-bromoethoxyimino)-3,3-ethylenedioxybutyrate (syn isomer)(50 g) in N,N-dimethylformamide (100 ml) was portionwise added potassium tert-butoxide (21 g) under -10° C. and the resulted mixture was allowed to be stirred under ice-cooling for 20 minutes. The mixture was poured into ice-water (400 ml) and extracted with methylene chloride (200 ml). The extract was washed with water (200 ml×3) and saturated aqueous solution of sodium chloride (400 ml) successively, dried over...